From a dataset of the Open Reaction Database (ORD), a public repository of structured organic reaction records. describe an organic reaction: reactants, conditions, products, and yield Starting materials: COC1=NC2=C(CCC1)C=CC=C2 (4,5-dihydro-2-methoxy-3H-1-benzazepine), [Cl-].[NH4+] (ammonium chloride). Run in CO (MeOH), C(Cl)Cl (CH2Cl2). Product: Cl.N1C(CCCC2=C1C=CC=C2)=N (2,3,4,5-tetrahydro-1H-1-benzazepin-2-imine, monohydrochloride). Isolated yield 91.3%. RXN SMILES: CO[C:3]1[CH2:9][CH2:8][CH2:7][C:6]2[CH:10]=[CH:11][CH:12]=[CH:13][C:5]=2[N:4]=1.[Cl-:14].[NH4+:15]>CO.C(Cl)Cl>[ClH:14].[NH:4]1[C:5]2[CH:13]=[CH:12][CH:11]=[CH:10][C:6]=2[CH2:7][CH2:8][CH2:9][C:3]1=[NH:15] |f:1.2,5.6|. Reported procedure: The product of EXAMPLE 166 (1.9 g, 11.1 mmol) in 15 mL of MeOH and 10 mL of CH2Cl2 was reacted with ammonium chloride (413 mg, 7.8 mmol) by the method of EXAMPLE 27 to yield 1.4 g (88%) of the title material. The reactants are N1(N(C=CC=C1)C(=O)[O-])C(=O)[O-] (1,2-pyridazinedicarboxylate), ClC1=CC(=C(C=C1OCC1=CC=CC=C1)N)F (4-chloro-2-fluoro-5-(phenylmethoxy)benzenamine), solution, C[Al](C)C (trimethylaluminum). Run in C1(=CC=CC=C1)C (toluene), C1(=CC=CC=C1)C (toluene). Conditions: time 10 minute. Product: C(C1=CC=CC=C1)OC=1C(=CC(=C(C1)N1C(N2N(CC=CC2)C1=O)=O)F)Cl (2-(5-bezyloxy-4-chloro-2-fluorophenyl)-5,8-dihydro-1H-[1,2,4]triazolo[1,2-α]pyridazine-1,3(2H)-dione). The yield is 83.7%. Reaction SMILES: [Cl:1][C:2]1[C:7]([O:8][CH2:9][C:10]2[CH:15]=[CH:14][CH:13]=[CH:12][CH:11]=2)=[CH:6][C:5]([NH2:16])=[C:4]([F:17])[CH:3]=1.C[Al](C)C.[N:22]1([C:31]([O-])=[O:32])[CH:27]=[CH:26][CH:25]=[CH:24][N:23]1[C:28]([O-])=[O:29]>C1(C)C=CC=CC=1>[CH2:9]([O:8][C:7]1[C:2]([Cl:1])=[CH:3][C:4]([F:17])=[C:5]([N:16]2[C:28](=[O:29])[N:23]3[CH2:24][CH:25]=[CH:26][CH2:27][N:22]3[C:31]2=[O:32])[CH:6]=1)[C:10]1[CH:15]=[CH:14][CH:13]=[CH:12][CH:11]=1. Procedure: To a solution of 4.8 g of 4-chloro-2-fluoro-5-(phenylmethoxy)benzenamine (19.1 mmol) in 30 mL of toluene was added 11.5 mL of a 2.0M solution of trimethylaluminum (23.0 mmol) in toluene at room temperature. The mixture was stirred at the same temperature for 10 min. Then, 5.22 g of diethyl 1,2,3,6-tetrahydro-, 1,2-pyridazinedicarboxylate (22.9 mmol) was added at room temperature. The mixture was warmed under reflux overnight. The mixture was then cooled to room temperature and concentrated under... The reactants are CC(=O)O, COc1cc(C(=O)OC(C)(C)C)cc(NCc2ccccc2)n1. Yields the product COc1cc(C(=O)OC(C)(C)C)cc(N)n1. As a reaction SMILES: [C:24]([OH:25])(=[O:26])[CH3:27].[CH2:1]([c:2]1[cH:3][cH:4][cH:5][cH:6][cH:7]1)[NH:8][c:9]1[n:10][c:11]([O:22][CH3:23])[cH:12][c:13]([C:15](=[O:16])[O:17][C:18]([CH3:19])([CH3:20])[CH3:21])[cH:14]1>>[NH2:8][c:9]1[n:10][c:11]([O:22][CH3:23])[cH:12][c:13]([C:15](=[O:16])[O:17][C:18]([CH3:19])([CH3:20])[CH3:21])[cH:14]1. Starting materials: OC#CC1=CC=CC=C1 (hydroxyphenyl-acetylene), P(Cl)(Cl)(Cl)(Cl)Cl (phosphorus pentachloride), N (ammonia), [Na] (sodium), [Cl-].[NH4+] (ammonium chloride), SSSR Se, CC(=O)C=1C=CC(=CC1)O (4-hydroxyacetophenone). Solvent: O (water). Product: OC1=CC=C(C=C1)C#C (4-hydroxyphenylacetylene). Isolated yield 46.0%. As a reaction SMILES: OC#CC1C=CC=CC=1.[CH3:10][C:11]([C:13]1[CH:14]=[CH:15][C:16]([OH:19])=[CH:17][CH:18]=1)=O.P(Cl)(Cl)(Cl)(Cl)Cl.N.[Na].[Cl-].[NH4+]>O>[OH:19][C:16]1[CH:17]=[CH:18][C:13]([C:11]#[CH:10])=[CH:14][CH:15]=1 |f:5.6,^1:26|. Procedure details: The conventional preparation process of hydroxyphenyl-acetylene has been reported, for example, in Izv. Akad. Nauk SSSR Se. r. Khim 1964(11), 2073-4. In the process, 4-hydroxyacetophenone is chlorinated with phosphorus pentachloride, reacted in liquid ammonia in the presence of metallic sodium and ammonium chloride, and successively treated with water to obtain 4-hydroxyphenylacetylene in 46% yield. Starting materials: [BH4-].[Na+] (NaBH4), [Li+].[Cl-] (LiCl), COC(=O)C1N(C(OC1)(C)C)C(=O)OC(C)(C)C (2,2-Dimethyl-oxazolidine-3,4-dicarboxylic acid 3-tert-butyl ester 4-methyl ester). Run in CCO (EtOH), C1CCOC1 (THF). Run at temperature 0 celsius. The product is C(C)(C)(C)OC(=O)N1C(OCC1CO)(C)C (4-Hydroxymethyl-2,2-dimethyl-oxazolidine-3-carboxylic acid tert-butyl ester). As a reaction SMILES: [BH4-].[Na+].[Li+].[Cl-].C[O:6][C:7]([CH:9]1[CH2:13][O:12][C:11]([CH3:15])([CH3:14])[N:10]1[C:16]([O:18][C:19]([CH3:22])([CH3:21])[CH3:20])=[O:17])=O>CCO.C1COCC1>[C:19]([O:18][C:16]([N:10]1[CH:9]([CH2:7][OH:6])[CH2:13][O:12][C:11]1([CH3:15])[CH3:14])=[O:17])([CH3:22])([CH3:21])[CH3:20] |f:0.1,2.3|. Procedure: To a mixture of NaBH4 (2.247 g, 59.08 mmol) and LiCl (2.505 g, 59.08 mmol) in EtOH (42 mL), stirring under nitrogen at 0° C., was added (35) (7.659 g, 29.54 mmol) in THF (30 mL) dropwise. This mixture was allowed to warn to room temperature and continued stirring for 48 hours. The precipitate was filtered and washed with ethanol. The washings were concentrated and extracted with EtOAc. The organic layer was then washed with brine and dried over anhydrous Na2SO4. Column chromatography on SiO2 (1:... The yield is 76.1%. Conditions: temperature -15 celsius, time 3 hour. Solvent: CN(C)C=O (DMF), C(C)(=O)OCC (ethyl acetate). Reactants: C(C1=CC=CC=C1)P(=O)(CC1=CC=CC=C1)N[C@@H](C)C(=O)N1[C@H](C(=O)O)CCC1 (Dibenzylphosphoryl-L-alanyl-L-proline), CCN=C=NCCCN(C)C (WSC), C=1C=CC2=C(C1)N=NN2O (HOBt), Cl.C(C)OC([C@@H](N)CC1=CC=CC=C1)=O (L-phenylalanine ethylester hydrochloride). RXN SMILES: [CH2:1]([P:8]([NH:17][C@H:18]([C:20]([N:22]1[CH2:29][CH2:28][CH2:27][C@H:23]1[C:24](O)=[O:25])=[O:21])[CH3:19])([CH2:10][C:11]1[CH:16]=[CH:15][CH:14]=[CH:13][CH:12]=1)=[O:9])[C:2]1[CH:7]=[CH:6][CH:5]=[CH:4][CH:3]=1.C1C=CC2N(O)N=NC=2C=1.Cl.[CH2:41]([O:43][C:44](=[O:54])[C@H:45]([CH2:47][C:48]1[CH:53]=[CH:52][CH:51]=[CH:50][CH:49]=1)[NH2:46])[CH3:42].CCN=C=NCCCN(C)C>CN(C=O)C.C(OCC)(=O)C>[CH2:41]([O:43][C:44](=[O:54])[C@H:45]([CH2:47][C:48]1[CH:53]=[CH:52][CH:51]=[CH:50][CH:49]=1)[NH:46][C:24](=[O:25])[C@@H:23]1[CH2:27][CH2:28][CH2:29][N:22]1[C:20](=[O:21])[C@H:18]([CH3:19])[NH:17][P:8]([CH2:1][C:2]1[CH:3]=[CH:4][CH:5]=[CH:6][CH:7]=1)([CH2:10][C:11]1[CH:12]=[CH:13][CH:14]=[CH:15][CH:16]=1)=[O:9])[CH3:42] |f:2.3|. Reported procedure: Dibenzylphosphoryl-L-alanyl-L-proline (1.2 g, 2.5 m mole), HOBt (338 mg, 2.5 m mole) and L-phenylalanine ethylester hydrochloride (690 mg, 3 m mole) were suspended in DMF (10 ml) and WSC (0.5 ml) were added thereto while cooling to -15° C. and stirring. The reaction was carried out for 3 hours under cooling and then overnight at room temperature. To the reaction solution, ethyl acetate (100 ml) was added, and the mixture was washed with 1N hydrochloric acid and water in order, and dried with anh... The product is C(C)OC([C@@H](NC([C@H]1N(CCC1)C([C@@H](NP(=O)(CC1=CC=CC=C1)CC1=CC=CC=C1)C)=O)=O)CC1=CC=CC=C1)=O (dibenzylphosphoryl-L-alanyl-L-prolyl-L-phenylalanine ethylester). Starting materials: IC=1C(=NN(C1C)C1=CC=C(C=C1)CCO)C (2-[4-(4-Iodo-3,5-dimethyl-1H-pyrazol-1-yl)phenyl]ethanol), C(C)OC1=CC=C(C=C1)B(O)O (4-ethoxybenzene boronic acid). Product: C(C)OC1=CC=C(C=C1)C=1C(=NN(C1C)C1=CC=C(C=C1)CCO)C (2-{4-[4-(4-Ethoxyphenyl)-3,5-dimethyl-1H-pyrazol-1-yl]phenyl}ethanol). RXN SMILES: I[C:2]1[C:3]([CH3:17])=[N:4][N:5]([C:8]2[CH:13]=[CH:12][C:11]([CH2:14][CH2:15][OH:16])=[CH:10][CH:9]=2)[C:6]=1[CH3:7].[CH2:18]([O:20][C:21]1[CH:26]=[CH:25][C:24](B(O)O)=[CH:23][CH:22]=1)[CH3:19]>>[CH2:18]([O:20][C:21]1[CH:26]=[CH:25][C:24]([C:2]2[C:3]([CH3:17])=[N:4][N:5]([C:8]3[CH:13]=[CH:12][C:11]([CH2:14][CH2:15][OH:16])=[CH:10][CH:9]=3)[C:6]=2[CH3:7])=[CH:23][CH:22]=1)[CH3:19]. Procedure: The title compound was prepared according to the procedure described in step 1 of Example 12 from 2-[4-(4-iodo-3,5-dimethyl-1H-pyrazol-1-yl)phenyl]ethanol (step 2 of Example 11) and 4-ethoxybenzene boronic acid: MS (ESI) m/z 337 [M+H]+, 1H-NMR (CDCl3) δ 7.43 (2H, d, J=8.6 Hz), 7.33 (2H, d, J=8.6 Hz), 7.24 (2H, d, J=8.7 Hz), 6.98 (2H, d, J=8.7 Hz), 4.08 (2H, q, J=6.9 Hz), 3.91-3.89 (2H, m), 2.93 (2H, t, J=6.6 Hz), 2.31 (3H, s), 2.28 (3H, s), 1.45 (3H, t, J=6.9 Hz).